This data is from the Open Reaction Database (ORD), a public repository of structured organic reaction records. The task is: describe an organic reaction: reactants, conditions, products, and yield Reactants: C(C)(=O)OCC (ethyl acetate), C(C1=CC=CC=C1)C(C(=O)NN1CCN(CC1)C(=O)OC(C)(C)C)=C (Tertbutyl 4-[(2-benzyl-1-oxo-2-propenyl)-amino]-1-piperazine carboxylate), C([O-])(O)=O.[Na+] (sodium bicarbonate), FC(C(=O)O)(F)F (trifluoroacetic acid). Product: C=C(C(=O)NN1CCNCC1)CC1=CC=CC=C1 (α-methylene-N-(1-piperazinyl)-benzene propanamide). Reaction conditions: time 2 hour. Procedure: Under an inert atmosphere, 7.4 g of the product of Step A were cooled to -15° C. in 20 ml of methylene chloride and then 13 ml of trifluoroacetic acid were added dropwise. After allowing to return to ambient temperature and stirring for 2 hours, neutralizing with a saturated aqueous solution of sodium bicarbonate, extractin was done with ethyl acetate. The extracts were washed with salted water, dried and the solvents were eliminated under reduced pressure to obtain 3.6 g of the expected product... The solvent is C(Cl)Cl (methylene chloride). Reaction SMILES: [CH2:1]([C:8](=[CH2:25])[C:9]([NH:11][N:12]1[CH2:17][CH2:16][N:15](C(OC(C)(C)C)=O)[CH2:14][CH2:13]1)=[O:10])[C:2]1[CH:7]=[CH:6][CH:5]=[CH:4][CH:3]=1.FC(F)(F)C(O)=O.C(=O)(O)[O-].[Na+].C(OCC)(=O)C>C(Cl)Cl>[CH2:25]=[C:8]([CH2:1][C:2]1[CH:7]=[CH:6][CH:5]=[CH:4][CH:3]=1)[C:9]([NH:11][N:12]1[CH2:17][CH2:16][NH:15][CH2:14][CH2:13]1)=[O:10] |f:2.3|. The yield is 68.5%. Reactants: COC(=O)Cl, Oc1ccc(F)cc1Cl, [Na+], [OH-], O. Reaction SMILES: [Cl:12][C:13](=[O:14])[O:15][CH3:16].[Cl:1][c:2]1[c:3]([OH:9])[cH:4][cH:5][c:6]([F:8])[cH:7]1.[Na+:11].[OH-:10].[OH2:17]>>[Cl:1][c:2]1[c:3]([O:9][C:13](=[O:14])[O:15][CH3:16])[cH:4][cH:5][c:6]([F:8])[cH:7]1. Yields the product COC(=O)Oc1ccc(F)cc1Cl.